This data is from the Open Reaction Database (ORD), a public repository of structured organic reaction records. The task is: describe an organic reaction: reactants, conditions, products, and yield Reactants: CO, [Na+], [OH-], CCOC(=O)CCn1ccc2cc(-c3noc(-c4cc(-c5ccccc5)c(C(F)(F)F)s4)n3)ccc21. The product is O=C(O)CCn1ccc2cc(-c3noc(-c4cc(-c5ccccc5)c(C(F)(F)F)s4)n3)ccc21. Reaction SMILES: [CH3:39][OH:40].[Na+:38].[OH-:37].[c:1]1(-[c:7]2[cH:8][c:9](-[c:16]3[n:17][c:18](-[c:21]4[cH:22][c:23]5[cH:24][cH:25][n:26]([CH2:30][CH2:31][C:32](=[O:33])[O:34][CH2:35][CH3:36])[c:27]5[cH:28][cH:29]4)[n:19][o:20]3)[s:10][c:11]2[C:12]([F:13])([F:14])[F:15])[cH:2][cH:3][cH:4][cH:5][cH:6]1>>[c:1]1(-[c:7]2[cH:8][c:9](-[c:16]3[n:17][c:18](-[c:21]4[cH:22][c:23]5[cH:24][cH:25][n:26]([CH2:30][CH2:31][C:32](=[O:33])[OH:34])[c:27]5[cH:28][cH:29]4)[n:19][o:20]3)[s:10][c:11]2[C:12]([F:13])([F:14])[F:15])[cH:2][cH:3][cH:4][cH:5][cH:6]1. The reactants are ClS(=O)(=O)C1=CC=C(C(=O)O)C=C1 (4-(Chlorosulphonyl)benzoic acid), Cl.Cl.ClC=1C=C(C=CC1)N1CCNCC1 (1-(3-chlorophenyl)piperazine dihydrochloride), N1=CC=C(C=C1)N1CCNCC1 (1-(4-pyridyl)piperazine). The solvent is C(C)N(CC)CC (triethylamine), ClCCl (dichloromethane). Conditions: time 8 hour. The product is ClC=1C=C(C=CC1)N1CCN(CC1)S(=O)(=O)C1=CC=C(C(=O)N2CCN(CC2)C2=CC=NC=C2)C=C1 (1-[4-(4-(3-chlorophenyl)piperazin-1-ylsulphonyl)benzoyl]-4-(4-pyridyl)piperazine). Yield: 17.1%. RXN SMILES: Cl[S:2]([C:5]1[CH:13]=[CH:12][C:8]([C:9]([OH:11])=O)=[CH:7][CH:6]=1)(=[O:4])=[O:3].Cl.Cl.[Cl:16][C:17]1[CH:18]=[C:19]([N:23]2[CH2:28][CH2:27][NH:26][CH2:25][CH2:24]2)[CH:20]=[CH:21][CH:22]=1.[N:29]1[CH:34]=[CH:33][C:32]([N:35]2[CH2:40][CH2:39][NH:38][CH2:37][CH2:36]2)=[CH:31][CH:30]=1>C(N(CC)CC)C.ClCCl>[Cl:16][C:17]1[CH:18]=[C:19]([N:23]2[CH2:28][CH2:27][N:26]([S:2]([C:5]3[CH:6]=[CH:7][C:8]([C:9]([N:38]4[CH2:39][CH2:40][N:35]([C:32]5[CH:33]=[CH:34][N:29]=[CH:30][CH:31]=5)[CH2:36][CH2:37]4)=[O:11])=[CH:12][CH:13]=3)(=[O:3])=[O:4])[CH2:25][CH2:24]2)[CH:20]=[CH:21][CH:22]=1 |f:1.2.3|. Procedure details: 4-(Chlorosulphonyl)benzoic acid (0.75 g) was added to a solution of 1-(3-chlorophenyl)piperazine dihydrochloride (0.90 g) in triethylamine (2.4 ml) and dichloromethane (50 ml). The reaction mixture was stirred overnight at room temperature then concentrated in vacuo. The resulting solid was suspended in N,N-dimethylformamide (50 ml) and carbonyl diimidazole (0.55 g) was added. The reaction mixture was stirred for one hour at room temperature then 1-(4-pyridyl)piperazine (0.55 g, 3.4 mmol) was ad...